Task: describe an organic reaction: reactants, conditions, products, and yield. Dataset: the Open Reaction Database (ORD), a public repository of structured organic reaction records The reactants are C1CCOC1, CB1OC(c2ccccc2)(c2ccccc2)C2CCCN12, Cc1ccccc1, CC(C)(C)C1CCC(N(Cc2ccc(C(=O)Cc3nn[nH]n3)cc2)C(=O)Nc2cc(C(F)(F)F)cc(C(F)(F)F)c2)CC1. The product is CC(C)(C)C1CCC(N(Cc2ccc(C(O)Cc3nn[nH]n3)cc2)C(=O)Nc2cc(C(F)(F)F)cc(C(F)(F)F)c2)CC1. RXN SMILES: [CH2:72]1[O:73][CH2:74][CH2:75][CH2:76]1.[CH3:1][B:2]1[N:3]2[CH2:4][CH2:5][CH2:6][CH:7]2[C:8]([c:9]2[cH:10][cH:11][cH:12][cH:13][cH:14]2)([c:15]2[cH:16][cH:17][cH:18][cH:19][cH:20]2)[O:21]1.[CH3:22][c:23]1[cH:24][cH:25][cH:26][cH:27][cH:28]1.[F:29][C:30]([c:31]1[cH:32][c:33]([NH:41][C:42]([N:43]([CH2:44][c:45]2[cH:46][cH:47][c:48]([C:51]([CH2:52][c:53]3[n:54][n:55][nH:56][n:57]3)=[O:58])[cH:49][cH:50]2)[CH:59]2[CH2:60][CH2:61][CH:62]([C:65]([CH3:66])([CH3:67])[CH3:68])[CH2:63][CH2:64]2)=[O:69])[cH:34][c:35]([C:37]([F:38])([F:39])[F:40])[cH:36]1)([F:70])[F:71]>>[F:29][C:30]([c:31]1[cH:32][c:33]([NH:41][C:42]([N:43]([CH2:44][c:45]2[cH:46][cH:47][c:48]([CH:51]([CH2:52][c:53]3[n:54][n:55][nH:56][n:57]3)[OH:58])[cH:49][cH:50]2)[CH:59]2[CH2:60][CH2:61][CH:62]([C:65]([CH3:66])([CH3:67])[CH3:68])[CH2:63][CH2:64]2)=[O:69])[cH:34][c:35]([C:37]([F:38])([F:39])[F:40])[cH:36]1)([F:70])[F:71]. The reactants are CS(=O)(=O)Cl, ClC(Cl)Cl, NCCCn1c(CCCOc2ccccc2)nc2c(N)nc3ccccc3c21. As a reaction SMILES: [CH3:29][S:30]([Cl:31])(=[O:32])=[O:33].[CH:34]([Cl:35])([Cl:36])[Cl:37].[NH2:1][CH2:2][CH2:3][CH2:4][n:5]1[c:6]([CH2:19][CH2:20][CH2:21][O:22][c:23]2[cH:24][cH:25][cH:26][cH:27][cH:28]2)[n:7][c:8]2[c:9]([NH2:18])[n:10][c:11]3[cH:12][cH:13][cH:14][cH:15][c:16]3[c:17]12>>[NH:1]([CH2:2][CH2:3][CH2:4][n:5]1[c:6]([CH2:19][CH2:20][CH2:21][O:22][c:23]2[cH:24][cH:25][cH:26][cH:27][cH:28]2)[n:7][c:8]2[c:9]([NH2:18])[n:10][c:11]3[cH:12][cH:13][cH:14][cH:15][c:16]3[c:17]12)[S:30]([CH3:29])(=[O:32])=[O:33]. The product is CS(=O)(=O)NCCCn1c(CCCOc2ccccc2)nc2c(N)nc3ccccc3c21. Reactants: CC1=C(C(=CC(=C1)CC=C)C)O (2,6-dimethyl-4-allylphenol), C(#N)C1=CC=C(N)C=C1 (4-cyano aniline), ClC1=NC(=CC=C1[N+](=O)[O-])Cl (2,6-dichloro-3-nitropyridine), 6-chloro-N2-(4′-cyanobenzene) 3-nitropyridine. The product is CC1=C(OC2=CC=C(C(=N2)NC2=CC=C(C=C2)C#N)[N+](=O)[O-])C(=CC(=C1)CC=C)C (6-(2,6-dimethyl-4-allyl-phenoxy)-2-(4-cyanoanilinyl)-3-nitropyridine). Reaction SMILES: [C:1]([C:3]1[CH:9]=[CH:8][C:6]([NH2:7])=[CH:5][CH:4]=1)#[N:2].Cl[C:11]1[C:16]([N+:17]([O-:19])=[O:18])=[CH:15][CH:14]=[C:13](Cl)[N:12]=1.[CH3:21][C:22]1[CH:27]=[C:26]([CH2:28][CH:29]=[CH2:30])[CH:25]=[C:24]([CH3:31])[C:23]=1[OH:32]>>[CH3:21][C:22]1[CH:27]=[C:26]([CH2:28][CH:29]=[CH2:30])[CH:25]=[C:24]([CH3:31])[C:23]=1[O:32][C:13]1[N:12]=[C:11]([NH:7][C:6]2[CH:8]=[CH:9][C:3]([C:1]#[N:2])=[CH:4][CH:5]=2)[C:16]([N+:17]([O-:19])=[O:18])=[CH:15][CH:14]=1. Procedure details: 4-cyano aniline was coupled with 2,6-dichloro-3-nitropyridine by Method B in Preparation Example 1 to prepare 6-chloro-N2-(4′-cyanobenzene)-3-nitropyridine (intermediate II-1), which was coupled with 2,6-dimethyl-4-allylphenol by Method B in Preparation 2 to get Compound 15. The reactants are CN(C1(CCC(CC1)=O)CCC1=CC=CC=C1)C (4-dimethylamino-4-phenethylcyclohexanone), [Cl-].[NH4+] (ammonium chloride). The solvent is O1CCCC1 (tetrahydrofuran), C(CC1=CC=CC=C1)[Mg]Cl (phenethylmagnesium chloride), C1CCOC1 (THF). Conditions: time 8 hour. Product: CN(C1(CCC(CC1)(O)CCC1=CC=CC=C1)CCC1=CC=CC=C1)C (4-dimethylamino-1,4-diphenethylcyclohexanol). Reaction SMILES: [CH3:1][N:2]([CH3:18])[C:3]1([CH2:10][CH2:11][C:12]2[CH:17]=[CH:16][CH:15]=[CH:14][CH:13]=2)[CH2:8][CH2:7][C:6](=[O:9])[CH2:5][CH2:4]1.[Cl-].[NH4+]>O1CCCC1.C([Mg]Cl)CC1C=CC=CC=1>[CH3:18][N:2]([CH3:1])[C:3]1([CH2:10][CH2:11][C:12]2[CH:13]=[CH:14][CH:15]=[CH:16][CH:17]=2)[CH2:8][CH2:7][C:6]([CH2:11][CH2:10][C:3]2[CH:8]=[CH:7][CH:6]=[CH:5][CH:4]=2)([OH:9])[CH2:5][CH2:4]1 |f:1.2|. Procedure: 7.58 g 4-dimethylamino-4-phenethylcyclohexanone were dissolved in 45 ml analytical grade tetrahydrofuran, 43 ml 1.0 molar phenethylmagnesium chloride solution in THF were added under a nitrogen atmosphere, while cooling in an ice-bath, and the mixture was stirred overnight at room temperature. For working up, 43 ml ammonium chloride solution (20 per cent by weight) were added, while cooling with ice, and the mixture was extracted three times with 80 ml diethyl ether each time, the combined organ... Reaction SMILES: [C:1]1([CH:7]=[CH:8][C:9]2[CH2:13][CH:12]([CH2:14][CH2:15][CH2:16][CH:17]=O)[O:11][N:10]=2)[CH:6]=[CH:5][CH:4]=[CH:3][CH:2]=1.Cl.[CH3:20][O:21][C:22]1[CH:27]=[CH:26][CH:25]=[CH:24][C:23]=1[N:28]1[CH2:33][CH2:32][NH:31][CH2:30][CH2:29]1.[BH-](OC(C)=O)(OC(C)=O)OC(C)=O.[Na+].C(N(C(C)C)CC)(C)C>C(Cl)Cl>[CH3:20][O:21][C:22]1[CH:27]=[CH:26][CH:25]=[CH:24][C:23]=1[N:28]1[CH2:33][CH2:32][NH:31][CH2:30][CH:29]1[CH2:17][CH2:16][CH2:15][CH2:14][CH:12]1[O:11][N:10]=[C:9]([CH:8]=[CH:7][C:1]2[CH:2]=[CH:3][CH:4]=[CH:5][CH:6]=2)[CH2:13]1 |f:1.2,3.4|. Reported procedure: 4-[3-(2-Phenylvinyl)-4,5-dihydroisoxazol-5-yl]butanal (23.4 mg, 0.096 mmol), 1-(2-methoxyphenyl)piperazine hydrochloride (20.0 mg, 0.087 mmol), molecular sieve (5 beads), NaBH(OAc)3 (55.6 mg, 0.262 mmol) and diisopropylethylamine (26.9 L, 0.087 mmol) were reacted in 3 mL of methylene chloride for about 12 hr. With the following processes the same as in Example 1, 28.7 mg (73.2%) of the target compound was obtained. Solvent: C(Cl)Cl (methylene chloride). The yield is 78.6%. Starting materials: C1(=CC=CC=C1)C=CC1=NOC(C1)CCCC=O (4-[3-(2-Phenylvinyl)-4,5-dihydroisoxazol-5-yl]butanal), Cl.COC1=C(C=CC=C1)N1CCNCC1 (1-(2-methoxyphenyl)piperazine hydrochloride), [BH-](OC(=O)C)(OC(=O)C)OC(=O)C.[Na+] (NaBH(OAc)3), C(C)(C)N(CC)C(C)C (diisopropylethylamine). Yields the product COC1=C(C=CC=C1)N1C(CNCC1)CCCCC1CC(=NO1)C=CC1=CC=CC=C1 (1-(2-Methoxyphenyl)-[4-(3-styryl-4,5-dihydroisoxazol-5-yl)butyl]piperazine). Starting materials: C(O)C(CC)(CO)CO (trimethylol propane), C[Si](Cl)(C)C (trimethylchlorosilane). Reagents/catalysts: [Cl-].C(C)[N+](CC1=CC=CC=C1)(CC)CC (triethylbenzyl ammonium chloride). Product: C[Si](OCC(CO[Si](C)(C)C)(C)CO[Si](C)(C)C)(C)C (2,2-bis-trimethylsiloxymethyl-1-trimethylsiloxypropane). Reaction SMILES: [CH2:1]([C:3]([CH2:8][OH:9])([CH2:6][OH:7])[CH2:4]C)[OH:2].[CH3:10][Si:11]([CH3:14])([CH3:13])Cl>[Cl-].C([N+](CC)(CC)CC1C=CC=CC=1)C>[CH3:10][Si:11]([CH3:14])([CH3:13])[O:2][CH2:1][C:3]([CH2:8][O:9][Si:11]([CH3:14])([CH3:13])[CH3:10])([CH3:4])[CH2:6][O:7][Si:11]([CH3:14])([CH3:13])[CH3:10] |f:2.3|. Procedure details: 1 mole of trimethylol propane, 4 moles of trimethylchlorosilane and 0.003 moles of triethylbenzyl ammonium chloride were reacted at the reflux temperature (54°-104° C.) as in Example 1 and then worked up by distillation. The reactants are OCCCN (3-Hydroxylpropylamine), O(S(=O)(=O)C(F)(F)F)[Si](C(C)C)(C(C)C)C(C)C (triisopropylsilyl triflate). Run in ClCCl (dichloromethane). Run at time 15 minute. The product is C(C)(C)[Si](OCCCN)(C(C)C)C(C)C (3-triisopropylsilyloxypropylamine), crude product. As a reaction SMILES: [OH:1][CH2:2][CH2:3][CH2:4][NH2:5].O([Si:14]([CH:21]([CH3:23])[CH3:22])([CH:18]([CH3:20])[CH3:19])[CH:15]([CH3:17])[CH3:16])S(C(F)(F)F)(=O)=O>ClCCl>[CH:15]([Si:14]([CH:21]([CH3:23])[CH3:22])([CH:18]([CH3:20])[CH3:19])[O:1][CH2:2][CH2:3][CH2:4][NH2:5])([CH3:17])[CH3:16]. Procedure: 3-Hydroxylpropylamine (100 μL, 1.31 mmol) was dissolved in dichloromethane (4.4 mL), and triisopropylsilyl triflate (371 μL, 1.38 mmol) was added dropwise at room temperature. After stirring at room temperature for 15 minutes, the mixture was worked up according to a conventional method to give the title compound as a crude product.